Dataset: the Open Reaction Database (ORD), a public repository of structured organic reaction records. Task: describe an organic reaction: reactants, conditions, products, and yield The reactants are BrC=1C=C(C(=O)OC)C=CC1 (Methyl 3-bromobenzoate), C=CC1(CC=CC=C1)B(O)O (1-styreneboronic acid), C(=O)([O-])[O-].[Na+].[Na+] (Na2CO3), COCCOC (1,2-dimethoxyethane). Reagents/catalysts: C1(=CC=CC=C1)P(C1=CC=CC=C1)(C1=CC=CC=C1)[Pd](P(C1=CC=CC=C1)(C1=CC=CC=C1)C1=CC=CC=C1)(P(C1=CC=CC=C1)(C1=CC=CC=C1)C1=CC=CC=C1)P(C1=CC=CC=C1)(C1=CC=CC=C1)C1=CC=CC=C1 (tetrakis(triphenylphosphino)palladium). The solvent is O (water), O (water). The product is COC(C1=CC(=CC=C1)C=CC1=CC=CC=C1)=O (3-Styryl-benzoic acid methyl ester). As a reaction SMILES: Br[C:2]1[CH:3]=[C:4]([CH:9]=[CH:10][CH:11]=1)[C:5]([O:7][CH3:8])=[O:6].[CH2:12]=[CH:13][C:14]1(B(O)O)[CH:19]=[CH:18][CH:17]=[CH:16][CH2:15]1.C([O-])([O-])=O.[Na+].[Na+].COCCOC>O.C1(P([Pd](P(C2C=CC=CC=2)(C2C=CC=CC=2)C2C=CC=CC=2)(P(C2C=CC=CC=2)(C2C=CC=CC=2)C2C=CC=CC=2)P(C2C=CC=CC=2)(C2C=CC=CC=2)C2C=CC=CC=2)(C2C=CC=CC=2)C2C=CC=CC=2)C=CC=CC=1>[CH3:8][O:7][C:5](=[O:6])[C:4]1[CH:9]=[CH:10][CH:11]=[C:2]([CH:12]=[CH:13][C:14]2[CH:19]=[CH:18][CH:17]=[CH:16][CH:15]=2)[CH:3]=1 |f:2.3.4|. Procedure: Methyl 3-bromobenzoate (458 mg, 2 mmol), 1-styreneboronic acid pinacoyl ester (484 mg, 2.1 mmol), Na2CO3 (222 mg, 2.1 mmol), tetrakis(triphenylphosphino)palladium (116 mg, 0.1 mmol), water (4 mL) and 1,2-dimethoxyethane (6 mL) were stirred with reflux conditions for one hour, under nitrogen. The reaction mixture was diluted with water and was extracted three times with EtOAc. The organic layers were combined, washed with water and then brine, dried over MgSO4 and concentrated. The product was pu... Starting materials: Cl.CONOOC (N,O-dimethoxyhydroxylamine hydrochloride), ice, C(CCl)Cl (EDC), CCN(C(C)C)C(C)C (DIPEA), C1(CCC1)C(=O)O (cyclobutanecarboxylic acid). Solvent: C(Cl)Cl (DCM), C(Cl)Cl (DCM). Reaction conditions: time 5 minute. Yields the product CON(C(=O)C1CCC1)C (Cyclobutanecarboxylic acid methoxy-methyl-amide). Isolated yield 66.3%. RXN SMILES: Cl.[CH3:2][O:3][NH:4]OOC.[CH3:8]CN(C(C)C)C(C)C.[CH:17]1([C:21]([OH:23])=O)[CH2:20][CH2:19][CH2:18]1.C(Cl)CCl>C(Cl)Cl>[CH3:2][O:3][N:4]([CH3:8])[C:21]([CH:17]1[CH2:20][CH2:19][CH2:18]1)=[O:23] |f:0.1|. Procedure: To an ice-cooled suspension of N,O-dimethoxyhydroxylamine hydrochloride (1.95 g, 20 mmol) in DCM (50 mL) was added DIPEA (7.0 mL, 40.0 mmol) and cyclobutanecarboxylic acid (1.9 mL, 20 mmol). After stirring for 5 min, EDC (4.2 g, 22.0 mmol) was added and the reaction mixture was stirred overnight while allowing it to warm to room temperature. The mixture was diluted with DCM (50 mL) and was transferred to a separatory funnel. The organic layer was washed with saturated aqueous NaHCO3 (2×50 mL), w... The reactants are CCOC(OCC)c1cc(C=CC#N)cs1, C1CCC2=NCCCN2CC1, O, C[Si](C)(C)CCOCn1ccc2c(-c3cn[nH]c3)ncnc21. The product is CCOC(OCC)c1cc(C(CC#N)n2cc(-c3ncnc4c3ccn4COCC[Si](C)(C)C)cn2)cs1. As a reaction SMILES: [CH2:23]([CH3:24])[O:25][CH:26]([c:27]1[cH:28][c:29]([CH:32]=[CH:33][C:34]#[N:35])[cH:30][s:31]1)[O:36][CH2:37][CH3:38].[CH2:39]1[CH2:40][CH2:41][C:42]2=[N:47][CH2:46][CH2:45][CH2:44][N:43]2[CH2:48][CH2:49]1.[OH2:50].[nH:1]1[n:2][cH:3][c:4](-[c:6]2[c:7]3[c:8]([n:9][cH:10][n:11]2)[n:12]([CH2:15][O:16][CH2:17][CH2:18][Si:19]([CH3:20])([CH3:21])[CH3:22])[cH:13][cH:14]3)[cH:5]1>>[n:1]1([CH:32]([c:29]2[cH:28][c:27]([CH:26]([O:25][CH2:23][CH3:24])[O:36][CH2:37][CH3:38])[s:31][cH:30]2)[CH2:33][C:34]#[N:35])[n:2][cH:3][c:4](-[c:6]2[c:7]3[c:8]([n:9][cH:10][n:11]2)[n:12]([CH2:15][O:16][CH2:17][CH2:18][Si:19]([CH3:20])([CH3:21])[CH3:22])[cH:13][cH:14]3)[cH:5]1. Reactants: C(C(=C)C)(=O)OC(C)OCC (1-ethoxyethyl methacrylate), C(C(=C)C)(=O)OCC1CO1 (glycidyl methacrylate), C(C(=C)C)(=O)OCC1=CC=CC=C1 (benzyl methacrylate), C(C(=C)C)(=O)O (methacrylic acid), N(=NC(C(=O)[O-])(CC)C)C(C(=O)[O-])(CC)C (2,2′-azobis(methyl 2-methylpropionate)). The solvent is CCCCCCC (heptane), C(C(C)C)C(=O)C (methyl isobutyl ketone). Reaction conditions: time 6 hour. The product is C(C(=C)C)(=O)OC(C)OCC.C(C(=C)C)(=O)OCC1CO1.C(C(=C)C)(=O)OCC1=CC=CC=C1.C(C(=C)C)(=O)O (1-ethoxyethyl methacrylate glycidyl methacrylate benzyl methacrylate methacrylic acid), C(C)(=O)OC(COC)C (propylene glycol monomethyl ether acetate), COCCOCCOCC (diethylene glycol ethyl methyl ether). RXN SMILES: [C:1]([O:6][CH:7]([O:9][CH2:10][CH3:11])[CH3:8])(=[O:5])[C:2]([CH3:4])=[CH2:3].[C:12]([O:17][CH2:18][CH:19]1[O:21][CH2:20]1)(=[O:16])[C:13]([CH3:15])=[CH2:14].[C:22]([O:27][CH2:28][C:29]1[CH:34]=[CH:33][CH:32]=[CH:31][CH:30]=1)(=[O:26])[C:23]([CH3:25])=[CH2:24].[C:35]([OH:40])(=[O:39])[C:36]([CH3:38])=[CH2:37].N([C:50](C)(CC)[C:51]([O-:53])=O)=N[C:43](C)(CC)C([O-])=O>CCCCCCC.C(C(C)=O)C(C)C>[C:1]([O:6][CH:7]([O:9][CH2:10][CH3:11])[CH3:8])(=[O:5])[C:2]([CH3:4])=[CH2:3].[C:12]([O:17][CH2:18][CH:19]1[O:21][CH2:20]1)(=[O:16])[C:13]([CH3:15])=[CH2:14].[C:22]([O:27][CH2:28][C:29]1[CH:30]=[CH:31][CH:32]=[CH:33][CH:34]=1)(=[O:26])[C:23]([CH3:25])=[CH2:24].[C:35]([OH:40])(=[O:39])[C:36]([CH3:38])=[CH2:37].[C:12]([O:17][CH:18]([CH3:43])[CH2:19][O:21][CH3:20])(=[O:16])[CH3:13].[CH3:20][O:21][CH2:19][CH2:18][O:17][CH2:12][CH2:13][O:53][CH2:51][CH3:50] |f:7.8.9.10|. Reported procedure: Into a 500 ml-volume three-neck flask, 38.0 g (0.24 mol) of 1-ethoxyethyl methacrylate, 21.3 g (0.15 mol) of glycidyl methacrylate, 26.4 g (0.15 mol) of benzyl methacrylate, 5.2 g (0.06 mol) of methacrylic acid and 300 ml of methyl isobutyl ketone were charged. A catalytic amount of 2,2′-azobis(methyl 2-methylpropionate) was added thereto as a radical polymerization initiator, and polymerization was allowed to proceed at 80° C. for 6 hours in a nitrogen stream. The reaction solution was cooled a... Starting materials: [Mg] (magnesium), C(CCCCCCC\C=C/C\C=C/CCCCC)Br (Linoleyl bromide), CN(C)C=O (DMF). The solvent is CCOCC (ether). Run at time 1 hour. Yields the product C(CCCCCCCC\C=C/C\C=C/CCCCC)=O ((10Z,13Z)-nonadeca-10,13-dienal). Yield: 218.2%. As a reaction SMILES: [Mg].[CH2:2](Br)[CH2:3][CH2:4][CH2:5][CH2:6][CH2:7][CH2:8][CH2:9]/[CH:10]=[CH:11]\[CH2:12]/[CH:13]=[CH:14]\[CH2:15][CH2:16][CH2:17][CH2:18][CH3:19].CN([CH:24]=[O:25])C>CCOCC>[CH:24](=[O:25])[CH2:2][CH2:3][CH2:4][CH2:5][CH2:6][CH2:7][CH2:8][CH2:9]/[CH:10]=[CH:11]\[CH2:12]/[CH:13]=[CH:14]\[CH2:15][CH2:16][CH2:17][CH2:18][CH3:19]. Procedure: A 100 mL round bottom flask charged with magnesium turnings (462 mg, 19.0 mmol) and a stir bar was dried with a high temperature heat gun for 5 minutes. The flask was cooled to room temperature under nitrogen then charged with THF (25 mL). Linoleyl bromide (1.9 g, 5.76 mmol) was added drop wise and the solution was heated to 45° C. for 3 hours under nitrogen. Upon completion, DMF (1.3 mL, 16.7 mmol) was added slowly and the solution was stirred for 1 hour at room temperature. The solution was di... Reactants: C[C@@H]1N(CCNC1)C=1C=CC2=C(N=C(N2)C2=NNC3=CC(=CC=C23)Cl)C1 (3-[6-((2S)-2-methylpiperazinyl)benzimidazol-2-yl]-6-chloro-1H-indazole), [BH3-]C#N.[Na+] (NaCNBH3), C=O (Paraformaldehyde). Solvent: CO (MeOH), C(C)(=O)O (acetic acid). Reaction conditions: time 8 hour. Product: C[C@@H]1N(CCN(C1)C)C=1C=CC2=C(N=C(N2)C2=NNC3=CC(=CC=C23)Cl)C1 (3-[6-((2S)-2,4-dimethylpiperazinyl)benzimidazol-2-yl]-6-chloro-1H-indazole). As a reaction SMILES: [CH3:1][C@H:2]1[CH2:7][NH:6][CH2:5][CH2:4][N:3]1[C:8]1[CH:9]=[CH:10][C:11]2[NH:15][C:14]([C:16]3[C:24]4[C:19](=[CH:20][C:21]([Cl:25])=[CH:22][CH:23]=4)[NH:18][N:17]=3)=[N:13][C:12]=2[CH:26]=1.C=O.[BH3-][C:30]#N.[Na+]>CO.C(O)(=O)C>[CH3:1][C@H:2]1[CH2:7][N:6]([CH3:30])[CH2:5][CH2:4][N:3]1[C:8]1[CH:9]=[CH:10][C:11]2[NH:15][C:14]([C:16]3[C:24]4[C:19](=[CH:20][C:21]([Cl:25])=[CH:22][CH:23]=4)[NH:18][N:17]=3)=[N:13][C:12]=2[CH:26]=1 |f:2.3|. Reported procedure: 3-[6-((2S)-2-methylpiperazinyl)benzimidazol-2-yl]-6-chloro-1H-indazole (1 equivalent) is dissolved in a mixture of MeOH and acetic acid (10: 1), on molecular sieves. Paraformaldehyde (10 equivalents) is added in one portion. The reaction mixture is stirred at room temperature overnight then solid NaCNBH3 is added in small portions. The reaction mixture is refluxed for 5 hours, cooled to room temperature, filtered, and concentrated under reduced pressure. The residue is dissolved in dichlorometha...